This data is from the Open Reaction Database (ORD), a public repository of structured organic reaction records. The task is: describe an organic reaction: reactants, conditions, products, and yield Reactants: acid chloride, [N+](=[N-])=C (diazomethane), O1C=C(C=C1)C(=O)O (3-furoic acid), CN(C)C=O (DMF), C(C(=O)Cl)(=O)Cl (oxalyl chloride). Solvent: CCOCC (Et2O), C(Cl)Cl (CH2Cl2). Run at temperature 0 celsius, time 30 minute. The product is ClCC(=O)C1=COC=C1 (3-Chloroacetylfuran). As a reaction SMILES: [O:1]1[CH:5]=[CH:4][C:3]([C:6]([OH:8])=O)=[CH:2]1.CN(C=O)C.C(Cl)(=O)[C:15]([Cl:17])=O.[N+](=C)=[N-]>C(Cl)Cl.CCOCC>[Cl:17][CH2:15][C:6]([C:3]1[CH:4]=[CH:5][O:1][CH:2]=1)=[O:8]. Reported procedure: Under N2, 3-furoic acid (25 g, 0.22 mmol) was dissolved in CH2Cl2 (200 mL) and DMF (few drops) then oxalyl chloride (23.9 mL, 0.27 mmol) was added at 0° C. The resulting solution was stirred at 0° C. for 15 min. and at r.t. for 30 min. The solvent was evaporated. To the acid chloride (3.1 g, 24 mmol) in Et2O (20 mL) at r.t. was added an ethereal solution of diazomethane until the reaction was completed by T.L.C. The reaction mixture was cooled to 0° C. and HCl (g) was bubbled in for 20 min.. Exc... Starting materials: [N+](=O)([O-])C1=C(C=C2NC(C(NC2=C1)=O)=O)S(=O)(=O)Cl (1,2,3,4-tetrahydro-7-nitro-2,3-dioxo-6-quinoxalinesulfonyl chloride), CNC (dimethylamine), C(C)(=O)O (acetic acid). The solvent is O (water). Run at time 3 hour. The product is CN(S(=O)(=O)C=1C=C2NC(C(NC2=CC1[N+](=O)[O-])=O)=O)C (N,N-dimethyl-1,2,3,4-tetrahydro-7-nitro-2,3-dioxo-6-quinoxaline sulfonamide). Isolated yield 81.0%. Reaction SMILES: [N+:1]([C:4]1[CH:13]=[C:12]2[C:7]([NH:8][C:9](=[O:15])[C:10](=[O:14])[NH:11]2)=[CH:6][C:5]=1[S:16](Cl)(=[O:18])=[O:17])([O-:3])=[O:2].[CH3:20][NH:21][CH3:22].C(O)(=O)C>O>[CH3:20][N:21]([CH3:22])[S:16]([C:5]1[CH:6]=[C:7]2[C:12](=[CH:13][C:4]=1[N+:1]([O-:3])=[O:2])[NH:11][C:10](=[O:14])[C:9](=[O:15])[NH:8]2)(=[O:18])=[O:17]. Procedure: A mixture of 4.58 g (0.015 mole) of 1,2,3,4-tetrahydro-7-nitro-2,3-dioxo-6-quinoxalinesulfonyl chloride and 30 ml of 25% ethanolic dimethylamine is stirred at a temperature between 5° C. and 10° C. for 3 hours, and then allowed to stand for 16 hours. To the reaction mixture 5 ml of acetic acid and 60 ml of water are added, the separated crystals are filtered, washed with water and acetone, dried, dissolved in a slight amount of hot dimethyl sulfoxide and precipitated from this solution with wate... Reactants: C(C)#N (acetonitrile), [Re(O)(hoz)2][B(C6F5)], O (water), C1(=CC=CC=C1)[SiH](C)C (Phenyldimethyl silane), [H][H] (hydrogen), [H][H] (hydrogen). Run in CCCCC (pentane). Yields the product PhMe2Si(OH), O([Si](C)(C)C1=CC=CC=C1)[Si](C)(C)C1=CC=CC=C1 ((PhMe2Si)2O). The yield is 5.0%. As a reaction SMILES: [C:1](#N)[CH3:2].[OH2:4].[C:5]1([SiH:11]([CH3:13])[CH3:12])[CH:10]=[CH:9][CH:8]=[CH:7][CH:6]=1.[H][H]>CCCCC>[O:4]([Si:11]([C:2]1[CH:1]=[CH:9][CH:8]=[CH:7][CH:6]=1)([CH3:12])[CH3:5])[Si:11]([C:5]1[CH:10]=[CH:9][CH:8]=[CH:7][CH:6]=1)([CH3:13])[CH3:12]. Procedure details: An acetonitrile solution of [Re(O)(hoz)2][B(C6F5)] (0.050 g, 0.040 mmol) was treated with water (3 mL, 166 mmol) in a Schlenk tube. Phenyldimethyl silane (1 mL, 6.53 mmol) was then added and the evolution of hydrogen was monitored using a glass evolution apparatus. Upon cessation of hydrogen evolution the reaction mixture was poured onto ice and treated with pentane to precipitate the catalyst. The mixture was filtered and the organic layer was extracted with diethyl ether and pentane. The solut... The reactants are O=C([O-])O, [Na+], O=C(CCC1OCCO1)CCC(F)(F)F. Yields the product O=CCCC(=O)CCC(F)(F)F. As a reaction SMILES: [C:16](=[O:17])([OH:18])[O-:19].[Na+:20].[O:1]1[CH:2]([CH2:6][CH2:7][C:8]([CH2:9][CH2:10][C:11]([F:12])([F:13])[F:14])=[O:15])[O:5][CH2:4][CH2:3]1>>[O:1]=[CH:2][CH2:6][CH2:7][C:8]([CH2:9][CH2:10][C:11]([F:12])([F:13])[F:14])=[O:15]. The reactants are O.[OH-].[Li+] (lithium hydroxide monohydrate), Cl (HCl), NCC1=CC(=C(C(=O)N[C@@H](CNC(C2=CC=CC=C2)=O)C(=O)OC)C=C1)Cl (N-[4-(aminomethyl)-2-chlorobenzoyl]-3-benzoylamino-L-alanine, methyl ester), OC=1C=C(C(=O)O)C=CC1 (3-hydroxybenzoic acid), C1(CCCCC1)N=C=NC1CCCCC1 (dicyclohexylcarbodiimide). Solvent: O (water), CO (Methanol), O1CCCC1.CN(C)C=O (tetrahydrofuran DMF). Reaction conditions: time 8 hour. Yields the product ClC1=C(C(=O)N[C@@H](CNC(C2=CC=CC=C2)=O)C(=O)O)C=CC(=C1)CNC(=O)C1=CC(=CC=C1)O (N-[2-chloro-4-[[(3-hydroxyphenyl) carbonyl]aminomethyl]benzoyl]-3-benzoylamino-L-alanine). Isolated yield 9.5%. As a reaction SMILES: [NH2:1][CH2:2][C:3]1[CH:26]=[CH:25][C:6]([C:7]([NH:9][C@H:10]([C:21]([O:23]C)=[O:22])[CH2:11][NH:12][C:13](=[O:20])[C:14]2[CH:19]=[CH:18][CH:17]=[CH:16][CH:15]=2)=[O:8])=[C:5]([Cl:27])[CH:4]=1.[OH:28][C:29]1[CH:30]=[C:31]([CH:35]=[CH:36][CH:37]=1)[C:32](O)=[O:33].C1(N=C=NC2CCCCC2)CCCCC1.O.[OH-].[Li+].Cl>O1CCCC1.CN(C=O)C.O.CO>[Cl:27][C:5]1[CH:4]=[C:3]([CH2:2][NH:1][C:32]([C:31]2[CH:35]=[CH:36][CH:37]=[C:29]([OH:28])[CH:30]=2)=[O:33])[CH:26]=[CH:25][C:6]=1[C:7]([NH:9][C@H:10]([C:21]([OH:23])=[O:22])[CH2:11][NH:12][C:13](=[O:20])[C:14]1[CH:19]=[CH:18][CH:17]=[CH:16][CH:15]=1)=[O:8] |f:3.4.5,7.8|. Procedure details: A mixture of N-(aminomethyl)-2-chlorobenzoyl]-3-benzoylamino-L-alanine (Example 363; 100 mg, 0.26 mmol), 3-hydroxybenzoic acid (40 mg, 0.29 mmol) and dicyclohexylcarbodiimide (60 mg, 0.29 mmol) in tetrahydrofuran/DMF (4:1; 2.5 mL) was stirred at room temperature overnight. Methanol (1 mL) and a solution of lithium hydroxide monohydrate (100 mg, 2.4 mmol) in water (1 mL) were added and the solution was stirred at room temperature overnight. The solution was made acidic with 1 M HCl and extracted ...